This data is from the Open Reaction Database (ORD), a public repository of structured organic reaction records. The task is: describe an organic reaction: reactants, conditions, products, and yield Reactants: CCOC=C(C(=O)OCC)C(=O)c1cc(F)c(F)c(Br)c1F, CCO, NC1CC1. Yields the product CCOC(=O)C(=CNC1CC1)C(=O)c1cc(F)c(F)c(Br)c1F. As a reaction SMILES: [Br:1][c:2]1[c:3]([F:22])[c:4]([C:5](=[O:6])[C:7]([C:8](=[O:9])[O:10][CH2:11][CH3:12])=[CH:13][O:14][CH2:15][CH3:16])[cH:17][c:18]([F:21])[c:19]1[F:20].[CH3:27][CH2:28][OH:29].[CH:23]1([NH2:26])[CH2:24][CH2:25]1>>[Br:1][c:2]1[c:3]([F:22])[c:4]([C:5](=[O:6])[C:7]([C:8](=[O:9])[O:10][CH2:11][CH3:12])=[CH:13][NH:26][CH:23]2[CH2:24][CH2:25]2)[cH:17][c:18]([F:21])[c:19]1[F:20]. The reactants are II (iodine), [I-].[K+] (potassium iodide), CN1C(=CC2=CC=CC=C12)C (1,2-dimethylindole), CN1C(=NCCC1)S (1-methyl-1,4,5,6-tetrahydro-2-pyrimidinethiol). Solvent: O (water), CO (methanol). Reaction conditions: time 2 hour. Product: I.CN1C(=C(C2=CC=CC=C12)SC=1N(CCCN1)C)C (1,2-dimethyl-3-(1-methyl-1,4,5,6-tetrahydro-2-pyrimidinylthio)-indole hydriodide). Reaction SMILES: [I:1]I.[I-].[K+].[CH3:5][N:6]1[C:14]2[C:9](=[CH:10][CH:11]=[CH:12][CH:13]=2)[CH:8]=[C:7]1[CH3:15].[CH3:16][N:17]1[CH2:22][CH2:21][CH2:20][N:19]=[C:18]1[SH:23]>O.CO>[IH:1].[CH3:5][N:6]1[C:14]2[C:9](=[CH:10][CH:11]=[CH:12][CH:13]=2)[C:8]([S:23][C:18]2[N:17]([CH3:16])[CH2:22][CH2:21][CH2:20][N:19]=2)=[C:7]1[CH3:15] |f:1.2,7.8|. Procedure details: A solution of 12.7 g of iodine and 20 g of potassium iodide in 100 ml water was added dropwise to a mixture of 7.25 g of 1,2-dimethylindole and 6.5 g of 1-methyl-1,4,5,6-tetrahydro-2-pyrimidinethiol in 120 ml methanol. The reaction mixture is stirred at room temperature for 2 hours. The crystalline precipitate formed was filtered and recrystallized from a mixture of methanol and ethyl acetate to yield 1,2-dimethyl-3-(1-methyl-1,4,5,6-tetrahydro-2-pyrimidinylthio)-indole hydriodide which melts at... Reactants: CCCC[SnH](CCCC)CCCC, CC(O)(CO)CCCC(CI)C1CCC2C3CC=C4CC(OC5CCCCO5)CC(OC5CCCCO5)C4(C)C3CCC12C, C1CCOC1. The product is CC(CCCC(C)(O)CO)C1CCC2C3CC=C4CC(OC5CCCCO5)CC(OC5CCCCO5)C4(C)C3CCC12C. Reaction SMILES: [CH2:45]([SnH:46]([CH2:47][CH2:48][CH2:49][CH3:50])[CH2:51][CH2:52][CH2:53][CH3:54])[CH2:55][CH2:56][CH3:57].[O:1]1[CH:2]([O:7][CH:8]2[CH2:9][CH:10]([O:38][CH:39]3[O:40][CH2:41][CH2:42][CH2:43][CH2:44]3)[CH2:11][C:12]3=[CH:13][CH2:14][CH:15]4[CH:16]5[CH2:17][CH2:18][CH:19]([CH:20]([CH2:21][CH2:22][CH2:23][C:24]([CH2:25][OH:26])([CH3:27])[OH:28])[CH2:29][I:30])[C:31]5([CH3:37])[CH2:32][CH2:33][CH:34]4[C:35]23[CH3:36])[CH2:3][CH2:4][CH2:5][CH2:6]1.[O:58]1[CH2:59][CH2:60][CH2:61][CH2:62]1>>[O:1]1[CH:2]([O:7][CH:8]2[CH2:9][CH:10]([O:38][CH:39]3[O:40][CH2:41][CH2:42][CH2:43][CH2:44]3)[CH2:11][C:12]3=[CH:13][CH2:14][CH:15]4[CH:16]5[CH2:17][CH2:18][CH:19]([CH:20]([CH2:21][CH2:22][CH2:23][C:24]([CH2:25][OH:26])([CH3:27])[OH:28])[CH3:29])[C:31]5([CH3:37])[CH2:32][CH2:33][CH:34]4[C:35]23[CH3:36])[CH2:3][CH2:4][CH2:5][CH2:6]1. Reactants: [Li]N([Si](C)(C)C)[Si](C)(C)C (LiN(TMS)2), C[Sn](C1=CC=2OCC(NC2N=C1)=O)(C)C (7-trimethylstannyl-2H-pyrido[3,2-b]-1,4-oxazin-3(4H)-one), S(=O)(=O)(O)O.COS(=O)(=O)OC (dimethylsulfate sulfate). The solvent is C1CCOC1 (THF), C1CCOC1 (THF). Reaction conditions: time 8 hour. The product is CN1C2=C(OCC1=O)C=C(C=N2)[Sn](C)(C)C (4-Methyl-7-trimethylstannyl-2H-pyrido[3,2-b]-1,4-oxazin-3(4H)-one). RXN SMILES: [CH3:1][Sn:2]([CH3:15])([CH3:14])[C:3]1[CH:12]=[N:11][C:10]2[NH:9][C:8](=[O:13])[CH2:7][O:6][C:5]=2[CH:4]=1.[Li]N([Si](C)(C)C)[Si](C)(C)[CH3:19].S(O)(O)(=O)=O.COS(OC)(=O)=O>C1COCC1>[CH3:19][N:9]1[C:8](=[O:13])[CH2:7][O:6][C:5]2[CH:4]=[C:3]([Sn:2]([CH3:15])([CH3:14])[CH3:1])[CH:12]=[N:11][C:10]1=2 |f:2.3|. Reported procedure: To a suspension of 680 mg of 7-trimethylstannyl-2H-pyrido[3,2-b]-1,4-oxazin-3(4H)-one (0.0022 mole) in 10 ml of THF is added 2.4 ml of LiN(TMS)2 (0.0024 mole) in THF. The homogenous solution is maintained under nitrogen at room temperature for 20 min , 300 mg (0.0024 mole) of dimethylsulfate sulfate is added and the reaction mixture allowed to stir overnight. The reaction mixture is then quenched with 10 ml of sat. ammonium chloride and extracted with 3×50 ml ethyl acetate. The ethyl acetate is ... Starting materials: C([O-])([O-])=O.[K+].[K+] (potassium carbonate), C(C)(C)(C)OC (methyl tert-butyl ether), S(=O)(=O)([O-])[O-] (sulfate), CC(C(C(C)=O)=NO)=O (pentane-2,3,4-trione 3-oxime). Solvent: CN(C=O)C (Dimethylformamide), O (water), CN(C=O)C (Dimethylformamide). Conditions: temperature -5 celsius. The product is CN(C)C=O.CC(C)(C)OC (DMF MTBE). Isolated yield 89.0%. As a reaction SMILES: [C:1](=[O:4])([O-])[O-].[K+].[K+].[C:7]([O:11][CH3:12])([CH3:10])([CH3:9])[CH3:8].CC(=O)[C:15](=[N:19]O)C(=O)C.S([O-])([O-])(=O)=O>O.CN(C)C=O>[CH3:7][N:19]([CH:1]=[O:4])[CH3:15].[CH3:8][C:7]([O:11][CH3:12])([CH3:10])[CH3:9] |f:0.1.2,8.9|. Reported procedure: 4.5 kg (32.6 mol) of potassium carbonate were suspended in 3.2 1 of methyl tert-butyl ether and one liter of DMF in a 20 l vessel. The mixture was cooled to 0 to −10° C. with stirring. A solution of 4128 g (32 mol) of pentane-2,3,4-trione 3-oxime, 2 l of DMF and 4032 g (32 mol) of diemethyl [sic] sulfate was then metered in over the course of 2 hours at an internal temperature of <25° C. The mixture was then stirred at room temperature for 3.5 hours. 20 l of water was subsequently metered in, th... Isolated yield 97.0%. Yields the product N[C@@H]1C(N(CC2=C(C1)C=CC=C2)CC(=O)OC)=O ((S)-4-Amino-1,3,4,5-tetrahydro-3-oxo-2H-2-benzazepine-2-acetic acid, methyl ester). Conditions: time 1 minute. RXN SMILES: S(Cl)(Cl)=O.[NH2:5][C@H:6]1[CH2:12][C:11]2[CH:13]=[CH:14][CH:15]=[CH:16][C:10]=2[CH2:9][N:8]([CH2:17][C:18]([OH:20])=[O:19])[C:7]1=[O:21].[CH3:22]O>>[NH2:5][C@H:6]1[CH2:12][C:11]2[CH:13]=[CH:14][CH:15]=[CH:16][C:10]=2[CH2:9][N:8]([CH2:17][C:18]([O:20][CH3:22])=[O:19])[C:7]1=[O:21]. Procedure details: MeOH (5 mL) was cooled with an ice-acetone bath, and thionyl chloride (60 μL) was added. This solution was stirred for 1 min, and then the amino acid from Example 7 (163 mg, 0.70 mmol) was added all at once. After removing the cooling bath, the reaction was stirred while warming to ambient temperature over 1 hr, and then heated to 40° C. for another 1.5 hr. When the reaction mixture was concentrated to dryness, HPLC analysis of the residue indicated that the reaction was incomplete, so the above... Starting materials: S(=O)(Cl)Cl (thionyl chloride), N[C@@H]1C(N(CC2=C(C1)C=CC=C2)CC(=O)O)=O ((S)-4-Amino-1,3,4,5-tetrahydro-3-oxo-2H-2-benzazepine-2-acetic acid), CO (MeOH).